This data is from the Open Reaction Database (ORD), a public repository of structured organic reaction records. The task is: describe an organic reaction: reactants, conditions, products, and yield The reactants are C1(=CC=CC=C1)P(C1=CC=CC=C1)C1=CC=CC=C1 (triphenylphosphine), NC1=C(C=CC=C1C1CCCC1)S(=O)(=O)O (2-amino-3-cyclopentylbenzenesulphonic acid), C(CCC)N(CCCC)CCCC (tributylamine), S(=O)(=O)(Cl)Cl (sulphuryl chloride). Solvent: ClCCl (dichloromethane), ClCCl (dichloromethane). Conditions: temperature 0 celsius, time 10 minute. Product: NC1=C(C=CC=C1C1CCCC1)S(=O)(=O)Cl (2-amino-3-cyclopentylbenzenesulphonyl chloride). RXN SMILES: C1(P(C2C=CC=CC=2)C2C=CC=CC=2)C=CC=CC=1.[S:20]([Cl:24])(Cl)(=[O:22])=[O:21].[NH2:25][C:26]1[C:31]([CH:32]2[CH2:36][CH2:35][CH2:34][CH2:33]2)=[CH:30][CH:29]=[CH:28][C:27]=1S(O)(=O)=O.C(N(CCCC)CCCC)CCC>ClCCl>[NH2:25][C:26]1[C:31]([CH:32]2[CH2:36][CH2:35][CH2:34][CH2:33]2)=[CH:30][CH:29]=[CH:28][C:27]=1[S:20]([Cl:24])(=[O:22])=[O:21]. Procedure: To a solution of 2.42 g (9.2 mmol) of triphenylphosphine in 5 ml of dichloromethane is added dropwise, at 0° C. under a nitrogen atmosphere, 0.70 ml (8.8 mmol) of sulphuryl chloride. The reaction medium is left stirring for 10 minutes at 0° C., followed by addition over 5 minutes of a solution containing 1.06 g (4.4 mmol) of 2-amino-3-cyclopentylbenzenesulphonic acid and 1.04 ml of tributylamine in 3 ml of dichloromethane. The mixture is brought to room temperature and is left at this temperatur... Starting materials: Brc1ccc2cc[nH]c2c1, [Li]C(C)(C)C, CON(C)C(=O)c1ccc(F)c(S(N)(=O)=O)c1, C1CCOC1. Product: NS(=O)(=O)c1cc(C(=O)c2ccc3cc[nH]c3c2)ccc1F. RXN SMILES: [Br:1][c:2]1[cH:3][cH:4][c:5]2[cH:6][cH:7][nH:8][c:9]2[cH:10]1.[C:11]([Li:12])([CH3:13])([CH3:14])[CH3:15].[F:16][c:17]1[c:18]([S:29]([NH2:30])(=[O:31])=[O:32])[cH:19][c:20]([C:21](=[O:22])[N:23]([O:24][CH3:25])[CH3:26])[cH:27][cH:28]1.[O:33]1[CH2:34][CH2:35][CH2:36][CH2:37]1>>[c:2]1([C:21]([c:20]2[cH:19][c:18]([S:29]([NH2:30])(=[O:31])=[O:32])[c:17]([F:16])[cH:28][cH:27]2)=[O:22])[cH:3][cH:4][c:5]2[cH:6][cH:7][nH:8][c:9]2[cH:10]1.